Dataset: the Open Reaction Database (ORD), a public repository of structured organic reaction records. Task: describe an organic reaction: reactants, conditions, products, and yield The reactants are CN1C(N(C(C2=CC(=CC=C12)C#CCC1=CC=CC=C1)=O)CC1=CC=C(C(=O)Cl)C=C1)=O (4-[1-Methyl-2,4-dioxo-6-(3-phenyl-prop-1-ynyl)-1,4-dihydro-2H-quinazolin-3-ylmethyl]-benzoyl chloride), [H-].[Al+3].[Li+].[H-].[H-].[H-] (lithium aluminum hydride). The solvent is O1CCCC1 (tetrahydrofuran), O1CCCC1 (tetrahydrofuran). Conditions: time 4 hour. Product: OCC1=CC=C(CN2C(N(C3=CC=C(C=C3C2=O)C#CCC2=CC=CC=C2)C)=O)C=C1 (3-(4-Hydroxymethyl-benzyl)-1-methyl-6-(3-phenyl-prop-1-ynyl)-1H-quinazoline-2,4-dione). The yield is 55.4%. RXN SMILES: [CH3:1][N:2]1[C:11]2[C:6](=[CH:7][C:8]([C:12]#[C:13][CH2:14][C:15]3[CH:20]=[CH:19][CH:18]=[CH:17][CH:16]=3)=[CH:9][CH:10]=2)[C:5](=[O:21])[N:4]([CH2:22][C:23]2[CH:31]=[CH:30][C:26]([C:27](Cl)=[O:28])=[CH:25][CH:24]=2)[C:3]1=[O:32].[H-].[Al+3].[Li+].[H-].[H-].[H-]>O1CCCC1>[OH:28][CH2:27][C:26]1[CH:25]=[CH:24][C:23]([CH2:22][N:4]2[C:5](=[O:21])[C:6]3[C:11](=[CH:10][CH:9]=[C:8]([C:12]#[C:13][CH2:14][C:15]4[CH:16]=[CH:17][CH:18]=[CH:19][CH:20]=4)[CH:7]=3)[N:2]([CH3:1])[C:3]2=[O:32])=[CH:31][CH:30]=1 |f:1.2.3.4.5.6|. Reported procedure: A solution of 0.5 g (1.1 mmol) of compound obtained in Example 19, Step 1 in 50 ml of tetrahydrofuran, was added dropwise to a suspension of 0.047 g (1.2 mmol) lithium aluminum hydride in 50 ml tetrahydrofuran at 0° C. After complete addition, the off-white suspension was warmed to room temperature and stirring was continued for 4 hours. The reaction mixture was concentrated in vacuum and carefully partitioned between 1 M HCl and ethyl acetate. The organic layer was dried over magnesium sulfate,... The reactants are [F-].C(CCC)[N+](CCCC)(CCCC)CCCC (tetrabutylammonium fluoride), [Si](C)(C)(C(C)(C)C)OCCCC(O)[C@H]1C[C@@H]2[C@@](N=C(SC2)NC(C2=CC=CC=C2)=O)(CO1)C1=C(C=C(C=C1)F)F (N-[(4aR,6R,8aS)-6-(4-{[tert-Butyl(dimethyl)silyl]oxy}-1-hydroxybutyl)-8a-(2,4-difluorophenyl)-4,4a,5,6,8,8a-hexahydropyrano[3,4-d][1,3]thiazin-2-yl]benzamide), [Cl-].[NH4+] (ammonium chloride). Run in O1CCCC1 (tetrahydrofuran), O1CCCC1 (tetrahydrofuran). Conditions: temperature 0 celsius, time 1 hour. The product is FC1=C(C=CC(=C1)F)[C@@]12N=C(SC[C@@H]1C[C@@H](OC2)C(CCCO)O)NC(C2=CC=CC=C2)=O (N-[(4aR,6R,8aS)-8a-(2,4-difluorophenyl)-6-(1,4-dihydroxybutyl)-4,4a,5,6,8,8a-hexahydropyrano[3,4-d][1,3]thiazin-2-yl]benzamide). RXN SMILES: [Si]([O:8][CH2:9][CH2:10][CH2:11][CH:12]([C@@H:14]1[O:32][CH2:31][C@:17]2([C:33]3[CH:38]=[CH:37][C:36]([F:39])=[CH:35][C:34]=3[F:40])[N:18]=[C:19]([NH:22][C:23](=[O:30])[C:24]3[CH:29]=[CH:28][CH:27]=[CH:26][CH:25]=3)[S:20][CH2:21][C@@H:16]2[CH2:15]1)[OH:13])(C(C)(C)C)(C)C.[F-].C([N+](CCCC)(CCCC)CCCC)CCC.[Cl-].[NH4+]>O1CCCC1>[F:40][C:34]1[CH:35]=[C:36]([F:39])[CH:37]=[CH:38][C:33]=1[C@:17]12[CH2:31][O:32][C@@H:14]([CH:12]([OH:13])[CH2:11][CH2:10][CH2:9][OH:8])[CH2:15][C@H:16]1[CH2:21][S:20][C:19]([NH:22][C:23](=[O:30])[C:24]1[CH:25]=[CH:26][CH:27]=[CH:28][CH:29]=1)=[N:18]2 |f:1.2,3.4|. Procedure details: N-[(4aR,6R,8aS)-6-(4-{[tert-Butyl(dimethyl)silyl]oxy}-1-hydroxybutyl)-8a-(2,4-difluorophenyl)-4,4a,5,6,8,8a-hexahydropyrano[3,4-d][1,3]thiazin-2-yl]benzamide (C11) (28 mg, 47 μmol) was dissolved in tetrahydrofuran (0.3 mL) and cooled to 0° C. A solution of tetrabutylammonium fluoride in tetrahydrofuran (1 M, 61 μL, 61 μmol) was added drop-wise, and the reaction mixture was allowed to warm to room temperature and then stir for 1 hour. After addition of saturated aqueous ammonium chloride solution...